Dataset: the Open Reaction Database (ORD), a public repository of structured organic reaction records. Task: describe an organic reaction: reactants, conditions, products, and yield Reactants: C[O-].[Ca+2].C[O-] (calcium (II) methoxide), C(C(=C)C)(=O)O (methacrylic acid), C(CCCCCCC\C=C/CCCCCCCC)(=O)O (oleic acid). The solvent is O1CCCC1 (tetrahydrofuran). Reaction conditions: time 8 hour. Yields the product C(C(=C)C)(=O)[O-].C(CCCCCCC\C=C/CCCCCCCC)(=O)[O-].[Ca+2] (CALCIUM (OLEATE) (METHACRYLATE)). Reaction SMILES: C[O-].[Ca+2:3].C[O-].[C:6]([OH:11])(=[O:10])[C:7]([CH3:9])=[CH2:8].[C:12]([OH:31])(=[O:30])[CH2:13][CH2:14][CH2:15][CH2:16][CH2:17][CH2:18][CH2:19]/[CH:20]=[CH:21]\[CH2:22][CH2:23][CH2:24][CH2:25][CH2:26][CH2:27][CH2:28][CH3:29]>O1CCCC1>[C:6]([O-:11])(=[O:10])[C:7]([CH3:9])=[CH2:8].[C:12]([O-:31])(=[O:30])[CH2:13][CH2:14][CH2:15][CH2:16][CH2:17][CH2:18][CH2:19]/[CH:20]=[CH:21]\[CH2:22][CH2:23][CH2:24][CH2:25][CH2:26][CH2:27][CH2:28][CH3:29].[Ca+2:3] |f:0.1.2,6.7.8|. Procedure: 1.02 Grams of calcium (II) methoxide (0.01 mol) was weighed in a round bottom flask in a dry box. A mixture of 0.875 g of (0.01 mol) of methacrylic acid and 2.930 g (0.01 mol) of oleic acid was mixed in 19 g of dry tetrahydrofuran. This acid-mixture was introduced into a round bottom flask which was purged with argon. The contents were magnetically stirred overnight (20 hr) at ambient temperature. The volatile matter was then removed in vacuo (0.1 mm Hg) for 10 hours at room temperature. The res... The product is COCC(NC(C)=O)C(=O)NCc1ccccc1. The reactants are CC(=O)NC(CO)C(=O)NCc1ccccc1, CI, CCOCC. As a reaction SMILES: [CH2:1]([c:2]1[cH:3][cH:4][cH:5][cH:6][cH:7]1)[NH:8][C:9]([CH:10]([CH2:11][OH:12])[NH:13][C:14]([CH3:15])=[O:16])=[O:17].[CH3:18][I:19].[CH3:20][CH2:21][O:22][CH2:23][CH3:24]>>[CH2:1]([c:2]1[cH:3][cH:4][cH:5][cH:6][cH:7]1)[NH:8][C:9]([CH:10]([CH2:11][O:12][CH3:18])[NH:13][C:14]([CH3:15])=[O:16])=[O:17]. The reactants are C(O)([O-])=O.[Na+] (sodium hydrogencarbonate), C1(CC1)C=1OC=2C(N1)=C(C(=C(C2N2C[C@H](CC2)N(C)C)C=O)C)C#N (2-Cyclopropyl-7-[(3S)-3-(dimethylamino)pyrrolidin-1-yl]-6-formyl-5-methyl-1,3-benzoxazole-4-carbonitrile), [BH4-].[Na+] (sodium borohydride), [BH4-].[Na+] (sodium borohydride). Run in CO (methanol), ClCCl (dichloromethane). Conditions: time 1 hour. Yields the product C1(CC1)C=1OC=2C(N1)=C(C(=C(C2N2C[C@H](CC2)N(C)C)CO)C)C#N (2-Cyclopropyl-7-[(3S)-3-(dimethylamino)pyrrolidin-1-yl]-6-hydroxymethyl-5-methyl-1,3-benzoxazole-4-carbonitrile). Yield: 76.4%. As a reaction SMILES: [CH:1]1([C:4]2[O:5][C:6]3[C:7](=[C:9]([C:24]#[N:25])[C:10]([CH3:23])=[C:11]([CH:21]=[O:22])[C:12]=3[N:13]3[CH2:17][CH2:16][C@H:15]([N:18]([CH3:20])[CH3:19])[CH2:14]3)[N:8]=2)[CH2:3][CH2:2]1.[BH4-].[Na+].C(=O)([O-])O.[Na+]>CO.ClCCl>[CH:1]1([C:4]2[O:5][C:6]3[C:7](=[C:9]([C:24]#[N:25])[C:10]([CH3:23])=[C:11]([CH2:21][OH:22])[C:12]=3[N:13]3[CH2:17][CH2:16][C@H:15]([N:18]([CH3:20])[CH3:19])[CH2:14]3)[N:8]=2)[CH2:2][CH2:3]1 |f:1.2,3.4|. Reported procedure: 2-Cyclopropyl-7-[(3S)-3-(dimethylamino)pyrrolidin-1-yl]-6-formyl-5-methyl-1,3-benzoxazole-4-carbonitrile (free form of #88) (120 mg, 0.35 mmol) was dissolved in methanol (2.4 ml) and dichloromethane (0.8 ml), then at 0° C., sodium borohydride (18 mg, 0.43 mmol) was added, followed by stirring at the same temperature for 1 hour. Next, at the same temperature, sodium borohydride (9 mg, 0.22 mmol) was further added, followed by stirring at the same temperature for 1 hour. An aqueous saturated sodiu... Reactants: C1CCOC1, CO, Cl, COC(=O)c1ccc(C2(C)SC(NC(C)c3ccc(F)cc3)=NC2=O)cc1, [Li+], [OH-], O, O. Yields the product CC(NC1=NC(=O)C(C)(c2ccc(C(=O)O)cc2)S1)c1ccc(F)cc1. RXN SMILES: [CH2:33]1[O:34][CH2:35][CH2:36][CH2:37]1.[CH3:38][OH:39].[ClH:32].[F:1][c:2]1[cH:3][cH:4][c:5]([CH:8]([CH3:9])[NH:10][C:11]2=[N:15][C:14](=[O:16])[C:13]([CH3:17])([c:18]3[cH:19][cH:20][c:21]([C:22](=[O:23])[O:24][CH3:25])[cH:26][cH:27]3)[S:12]2)[cH:6][cH:7]1.[Li+:31].[OH-:30].[OH2:28].[OH2:29]>>[F:1][c:2]1[cH:3][cH:4][c:5]([CH:8]([CH3:9])[NH:10][C:11]2=[N:15][C:14](=[O:16])[C:13]([CH3:17])([c:18]3[cH:19][cH:20][c:21]([C:22](=[O:23])[OH:24])[cH:26][cH:27]3)[S:12]2)[cH:6][cH:7]1. Reactants: C(CCC)[Sn](C1=CN=NC=C1)(CCCC)CCCC (4-(tributylstannyl)pyridazine), C(#N)C=1C=C(C=CC1OC1=C(C=C(C=C1)C(F)(F)F)I)S(=O)(=O)N(C1=NC=NS1)CC1=C(C=C(C=C1)OC)OC (3-Cyano-N-(2,4-dimethoxybenzyl)-4-[2-iodo-4-(trifluoromethyl)phenoxy]-N-1,2,4-thiadiazol-5-ylbenzenesulfonamide), [F-].[Cs+] (cesium fluoride). Reagents/catalysts: [Cu]I (copper (I) iodide). The solvent is CN(C=O)C (dimethylformamide), CN(C=O)C (dimethylformamide). Reaction conditions: temperature 30 celsius. Product: C(#N)C=1C=C(C=CC1OC1=C(C=C(C=C1)C(F)(F)F)C1=CN=NC=C1)S(=O)(=O)N(C1=NC=NS1)CC1=C(C=C(C=C1)OC)OC (3-cyano-N-(2,4-dimethoxybenzyl)-4-[2-pyridazin-4-yl-4-(trifluoromethyl)phenoxy]-N-1,2,4-thiadiazol-5-ylbenzenesulfonamide). Reaction SMILES: [C:1]([C:3]1[CH:4]=[C:5]([S:21]([N:24]([CH2:30][C:31]2[CH:36]=[CH:35][C:34]([O:37][CH3:38])=[CH:33][C:32]=2[O:39][CH3:40])[C:25]2[S:29][N:28]=[CH:27][N:26]=2)(=[O:23])=[O:22])[CH:6]=[CH:7][C:8]=1[O:9][C:10]1[CH:15]=[CH:14][C:13]([C:16]([F:19])([F:18])[F:17])=[CH:12][C:11]=1I)#[N:2].[F-].[Cs+].C([Sn](CCCC)(CCCC)[C:48]1[CH:53]=[CH:52][N:51]=[N:50][CH:49]=1)CCC>CN(C)C=O.[Cu]I>[C:1]([C:3]1[CH:4]=[C:5]([S:21]([N:24]([CH2:30][C:31]2[CH:36]=[CH:35][C:34]([O:37][CH3:38])=[CH:33][C:32]=2[O:39][CH3:40])[C:25]2[S:29][N:28]=[CH:27][N:26]=2)(=[O:23])=[O:22])[CH:6]=[CH:7][C:8]=1[O:9][C:10]1[CH:15]=[CH:14][C:13]([C:16]([F:19])([F:18])[F:17])=[CH:12][C:11]=1[C:48]1[CH:53]=[CH:52][N:51]=[N:50][CH:49]=1)#[N:2] |f:1.2|. Procedure details: A mixture of 3-Cyano-N-(2,4-dimethoxybenzyl)-4-[2-iodo-4-(trifluoromethyl)phenoxy]-N-1,2,4-thiadiazol-5-ylbenzenesulfonamide (Preparation 429, 33.07 g, 47.08 mmol) in dimethylformamide (140 mL) was treated with copper (I) iodide (1830 mg, 9.60 mmol) and cesium fluoride (14.4 g, 94.2 mmol). The mixture was sparged with nitrogen for 15 minutes. Then 4-(tributylstannyl)pyridazine (19.1 g, 51.8 mmol) dissolved in dimethylformamide (10 mL) was added and the reaction heated to 30° C. The reaction was ... Starting materials: C(CCC)[Sn](CCCC)=O (dibutyltin oxide), C(C)C(CO)CCCC (2-ethyl-1-hexanol), 1H-. Reaction conditions: time 40 minute. Yields the product C(CCC)[Sn](O[Sn](OCC(CCCC)CC)(CCCC)CCCC)(OCC(CCCC)CC)CCCC (1,1,3,3-tetrabutyl-1,3-bis(2-ethylhexyloxy)-distannoxane). The yield is 98.0%. RXN SMILES: [CH2:1]([Sn:5](=[O:10])[CH2:6][CH2:7][CH2:8][CH3:9])[CH2:2][CH2:3][CH3:4].[CH2:11]([CH:13]([CH2:16][CH2:17][CH2:18][CH3:19])[CH2:14][OH:15])[CH3:12]>>[CH2:1]([Sn:5]([CH2:6][CH2:7][CH2:8][CH3:9])([O:15][CH2:14][CH:13]([CH2:11][CH3:12])[CH2:16][CH2:17][CH2:18][CH3:19])[O:10][Sn:5]([CH2:6][CH2:7][CH2:8][CH3:9])([CH2:1][CH2:2][CH2:3][CH3:4])[O:15][CH2:14][CH:13]([CH2:11][CH3:12])[CH2:16][CH2:17][CH2:18][CH3:19])[CH2:2][CH2:3][CH3:4]. Procedure: 500 g (2.01 mol) of dibutyltin oxide (made by Sankyo Organic Chemicals Co., Ltd., Japan) and 1047 g (8.04 mol) of 2-ethyl-1-hexanol (made by Wako Pure Chemical Industries, Ltd., Japan) were put into a 3000 mL flask. The flask containing the mixture, which was a white slurry, was attached to an evaporator (R-144, made by Sibata, Japan) having a temperature regulator-equipped oil bath (OBH-24, made by Masuda Corporation, Japan), a vacuum pump (G-50A, made by Ulvac, Japan) and a vacuum controller (... As a reaction SMILES: [C:1]([NH:2][C:5]([C:6](=[O:7])[OH:8])=[CH:9][c:10]1[c:11]([CH3:16])[cH:12][cH:13][cH:14][cH:15]1)(=[O:3])[CH3:4].[ClH:18].[OH2:17]>>[C:5]([C:6](=[O:7])[OH:8])([CH2:9][c:10]1[c:11]([CH3:16])[cH:12][cH:13][cH:14][cH:15]1)=[O:17]. Yields the product Cc1ccccc1CC(=O)C(=O)O. The reactants are CC(=O)NC(=Cc1ccccc1C)C(=O)O, Cl, O. Reactants: CN(C)C=O, CCN(C(C)C)C(C)C, ClCCl, CC(C)(C)OC(=O)N1CCC(N)C(F)C1, O=C(O)C1CCC2CN1C(=O)N2OCc1ccccc1. Product: CC(C)(C)OC(=O)N1CCC(NC(=O)C2CCC3CN2C(=O)N3OCc2ccccc2)C(F)C1. As a reaction SMILES: [CH3:45][N:46]([CH3:47])[CH:48]=[O:49].[CH:21]([N:22]([CH:23]([CH3:24])[CH3:25])[CH2:26][CH3:27])([CH3:28])[CH3:29].[Cl:50][CH2:51][Cl:52].[NH2:30][CH:31]1[CH:32]([F:44])[CH2:33][N:34]([C:37](=[O:38])[O:39][C:40]([CH3:41])([CH3:42])[CH3:43])[CH2:35][CH2:36]1.[c:1]1([CH2:7][O:8][N:9]2[CH:10]3[CH2:11][CH2:12][CH:13]([C:18](=[O:19])[OH:20])[N:14]([C:15]2=[O:16])[CH2:17]3)[cH:2][cH:3][cH:4][cH:5][cH:6]1>>[c:1]1([CH2:7][O:8][N:9]2[CH:10]3[CH2:11][CH2:12][CH:13]([C:18](=[O:20])[NH:30][CH:31]4[CH:32]([F:44])[CH2:33][N:34]([C:37](=[O:38])[O:39][C:40]([CH3:41])([CH3:42])[CH3:43])[CH2:35][CH2:36]4)[N:14]([C:15]2=[O:16])[CH2:17]3)[cH:2][cH:3][cH:4][cH:5][cH:6]1.